Dataset: the Open Reaction Database (ORD), a public repository of structured organic reaction records. Task: describe an organic reaction: reactants, conditions, products, and yield Reactants: BrC=1C=C(C=CC(=O)NC2=CC=C(CN3CCCCC3)C=C2)C=CC1 (1-(4-(3-bromocinnamoylamino)-benzyl)piperidine), B(OC1=CC=C(C=C1)F)([O-])[O-] (4-fluorophenyl borate), C([O-])([O-])=O.[K+].[K+] (potassium carbonate), C(C)O (ethanol). Reagents/catalysts: C=1C=CC(=CC1)[P](C=2C=CC=CC2)(C=3C=CC=CC3)[Pd]([P](C=4C=CC=CC4)(C=5C=CC=CC5)C=6C=CC=CC6)([P](C=7C=CC=CC7)(C=8C=CC=CC8)C=9C=CC=CC9)[P](C=1C=CC=CC1)(C=1C=CC=CC1)C=1C=CC=CC1 (tetrakistriphenylphosphinepalladium). Run in C1(=CC=CC=C1)C (toluene). Conditions: time 30 minute. The product is FC1=CC=C(C=C1)C=1C=C(C=CC(=O)NC2=CC=C(CN3CCCCC3)C=C2)C=CC1 (1-(4-(3-(4-fluoro-phenyl)cinnamoylamino)benzyl)piperidine). Yield: 92.8%. Reaction SMILES: Br[C:2]1[CH:3]=[C:4]([CH:23]=[CH:24][CH:25]=1)[CH:5]=[CH:6][C:7]([NH:9][C:10]1[CH:22]=[CH:21][C:13]([CH2:14][N:15]2[CH2:20][CH2:19][CH2:18][CH2:17][CH2:16]2)=[CH:12][CH:11]=1)=[O:8].B([O-])([O-])O[C:28]1[CH:33]=[CH:32][C:31]([F:34])=[CH:30][CH:29]=1.C(=O)([O-])[O-].[K+].[K+].C(O)C>C1(C)C=CC=CC=1.C1C=CC([P]([Pd]([P](C2C=CC=CC=2)(C2C=CC=CC=2)C2C=CC=CC=2)([P](C2C=CC=CC=2)(C2C=CC=CC=2)C2C=CC=CC=2)[P](C2C=CC=CC=2)(C2C=CC=CC=2)C2C=CC=CC=2)(C2C=CC=CC=2)C2C=CC=CC=2)=CC=1>[F:34][C:31]1[CH:32]=[CH:33][C:28]([C:2]2[CH:3]=[C:4]([CH:23]=[CH:24][CH:25]=2)[CH:5]=[CH:6][C:7]([NH:9][C:10]2[CH:22]=[CH:21][C:13]([CH2:14][N:15]3[CH2:20][CH2:19][CH2:18][CH2:17][CH2:16]3)=[CH:12][CH:11]=2)=[O:8])=[CH:29][CH:30]=1 |f:2.3.4,^1:56,58,77,96|. Reported procedure: A suspension of 1-(4-(3-bromocinnamoylamino)-benzyl)piperidine (0.4g), 4-fluorophenyl borate (0.14g), 1 M potassium carbonate (2ml) and ethanol (1ml) in toluene (5ml) was stirred under argon atmosphere at room temperature for 30 minutes. To the suspension was added tetrakistriphenylphosphinepalladium (0.05g), and the mixture was refluxed over night. The mixture was extracted with ethyl acetate, and the organic layer was washed with water and saturated sodium chloride solution, and dried with anh... The reactants are [Li]CCCC, C[Si](C)(C)N[Si](C)(C)C, Cc1ccccc1, [Cl-], CSc1ccc(CC(=O)N(C)C(C)C(O)c2ccccc2)cc1Cl, ICC1CCC2(C1)OC(c1ccccc1)C(c1ccccc1)O2, [NH4+], C1CCOC1. Product: CSc1ccc(C(CC2CCC3(C2)OC(c2ccccc2)C(c2ccccc2)O3)C(=O)N(C)C(C)C(O)c2ccccc2)cc1Cl. As a reaction SMILES: [CH2:10]([Li:11])[CH2:12][CH2:13][CH3:14].[CH3:1][Si:2]([CH3:3])([CH3:4])[NH:5][Si:6]([CH3:7])([CH3:8])[CH3:9].[CH3:69][c:70]1[cH:71][cH:72][cH:73][cH:74][cH:75]1.[Cl-:62].[Cl:15][c:16]1[cH:17][c:18]([CH2:24][C:25](=[O:26])[N:27]([CH3:28])[CH:29]([CH:30]([c:31]2[cH:32][cH:33][cH:34][cH:35][cH:36]2)[OH:37])[CH3:38])[cH:19][cH:20][c:21]1[S:22][CH3:23].[I:39][CH2:40][CH:41]1[CH2:42][C:43]2([O:44][CH:45]([c:54]3[cH:55][cH:56][cH:57][cH:58][cH:59]3)[CH:46]([c:48]3[cH:49][cH:50][cH:51][cH:52][cH:53]3)[O:47]2)[CH2:60][CH2:61]1.[NH4+:63].[O:64]1[CH2:65][CH2:66][CH2:67][CH2:68]1>>[Cl:15][c:16]1[cH:17][c:18]([CH:24]([C:25](=[O:26])[N:27]([CH3:28])[CH:29]([CH:30]([c:31]2[cH:32][cH:33][cH:34][cH:35][cH:36]2)[OH:37])[CH3:38])[CH2:40][CH:41]2[CH2:42][C:43]3([O:44][CH:45]([c:54]4[cH:55][cH:56][cH:57][cH:58][cH:59]4)[CH:46]([c:48]4[cH:49][cH:50][cH:51][cH:52][cH:53]4)[O:47]3)[CH2:60][CH2:61]2)[cH:19][cH:20][c:21]1[S:22][CH3:23]. Reactants: CC1=CC=C(C=C1)C(C(F)(F)F)(C(F)(F)F)O (2-(4-methylphenyl)hexafluoropropan-2-ol), F (hydrogen fluoride), steel, F (hydrogen fluoride). Run in C1=CC=CC=C1 (benzene). Run at time 64 hour. Product: CC1=CC=C(C=C1)C(C(F)(F)F)(C(F)(F)F)C1=CC=CC=C1 (2-(4-Methylphenyl)-2-phenylhexafluoropropane). As a reaction SMILES: [CH3:1][C:2]1[CH:7]=[CH:6][C:5]([C:8](O)([C:13]([F:16])([F:15])[F:14])[C:9]([F:12])([F:11])[F:10])=[CH:4][CH:3]=1.F>C1C=CC=CC=1>[CH3:1][C:2]1[CH:7]=[CH:6][C:5]([C:8]([C:2]2[CH:7]=[CH:6][CH:5]=[CH:4][CH:3]=2)([C:13]([F:16])([F:15])[F:14])[C:9]([F:12])([F:11])[F:10])=[CH:4][CH:3]=1. Procedure: 1290 g of 2-(4-methylphenyl)hexafluoropropan-2-ol and 780 g of benzene were placed in a 5-liter steel autoclave and 1500 g of anhydrous hydrogen fluoride was pumped into the sealed autoclave. The reaction mixture was heated at 170°-175° C. with stirring for 64 hours. After completion of the reaction, hydrogen fluoride gas was allowed to escape at 80° C., and the liquid product was then washed twice with water, dried over calcium chloride, and fractionally distilled. Boiling point 135°-136° C./1.... The product is Cc1ccc(S(=O)(=O)OCCOCCOCCOc2ccc3c4ccc(N(C)C=O)cc4n(C(=O)OC(C)(C)C)c3c2)cc1. As a reaction SMILES: [C:46](=[O:47])([O-:48])[O-:49].[CH3:26][c:27]1[cH:28][cH:29][c:30]([S:33](=[O:34])(=[O:35])[O:36][CH2:37][CH2:38][O:39][CH2:40][CH2:41][O:42][CH2:43][CH2:44][F:45])[cH:31][cH:32]1.[CH3:52][N:53]1[CH2:54][CH2:55][CH2:56][C:57]1=[O:58].[CH3:59][CH2:60][O:61][C:62]([CH3:63])=[O:64].[Cs+:50].[Cs+:51].[OH:1][c:2]1[cH:3][c:4]2[n:5]([C:19](=[O:20])[O:21][C:22]([CH3:23])([CH3:24])[CH3:25])[c:6]3[cH:7][c:8]([N:15]([CH:16]=[O:17])[CH3:18])[cH:9][cH:10][c:11]3[c:12]2[cH:13][cH:14]1>>[O:1]([c:2]1[cH:3][c:4]2[n:5]([C:19](=[O:20])[O:21][C:22]([CH3:23])([CH3:24])[CH3:25])[c:6]3[cH:7][c:8]([N:15]([CH:16]=[O:17])[CH3:18])[cH:9][cH:10][c:11]3[c:12]2[cH:13][cH:14]1)[CH2:44][CH2:43][O:42][CH2:41][CH2:40][O:39][CH2:38][CH2:37][O:36][S:33]([c:30]1[cH:29][cH:28][c:27]([CH3:26])[cH:32][cH:31]1)(=[O:34])=[O:35]. Starting materials: O=C([O-])[O-], Cc1ccc(S(=O)(=O)OCCOCCOCCF)cc1, CN1CCCC1=O, CCOC(C)=O, [Cs+], [Cs+], CN(C=O)c1ccc2c3ccc(O)cc3n(C(=O)OC(C)(C)C)c2c1.